From a dataset of the Open Reaction Database (ORD), a public repository of structured organic reaction records. describe an organic reaction: reactants, conditions, products, and yield The reactants are C1CCNC1, CS(=O)(=O)OCCC(NC(=O)C1SCCN1S(=O)(=O)c1ccc(-c2ccccc2)cc1)c1ccccc1. The product is O=C(NC(CCN1CCCC1)c1ccccc1)C1SCCN1S(=O)(=O)c1ccc(-c2ccccc2)cc1. Reaction SMILES: [CH2:38]1[CH2:39][CH2:40][NH:41][CH2:42]1.[CH3:1][S:2]([O:3][CH2:6][CH2:7][CH:8]([c:9]1[cH:10][cH:11][cH:12][cH:13][cH:14]1)[NH:15][C:16](=[O:17])[CH:18]1[S:19][CH2:20][CH2:21][N:22]1[S:23](=[O:24])(=[O:25])[c:26]1[cH:27][cH:28][c:29](-[c:32]2[cH:33][cH:34][cH:35][cH:36][cH:37]2)[cH:30][cH:31]1)(=[O:4])=[O:5]>>[CH2:6]([CH2:7][CH:8]([c:9]1[cH:10][cH:11][cH:12][cH:13][cH:14]1)[NH:15][C:16](=[O:17])[CH:18]1[S:19][CH2:20][CH2:21][N:22]1[S:23](=[O:24])(=[O:25])[c:26]1[cH:27][cH:28][c:29](-[c:32]2[cH:33][cH:34][cH:35][cH:36][cH:37]2)[cH:30][cH:31]1)[N:41]1[CH2:40][CH2:39][CH2:38][CH2:42]1. Starting materials: C(OC1CC(CC1)N1C=C(C2=C1N=CN=C2N)C2=CC=C(C=C2)OC2=CC=CC=C2)(OC2=CC=C(C=C2)[N+](=O)[O-])=O (3-[4-Amino-5-(4-phenoxyphenyl)-7H-pyrrolo[2,3-d]pyrimidin-7-yl]cyclopentyl (4-nitrophenyl) carbonate), O1CCN(CC1)CCN (2-morpholinoethylamine). Run in C(C)(=O)OCC (ethyl acetate), ClCCl (dichloromethane). Run at time 24 hour. Yields the product O1CCN(CC1)CCNC(OC1CC(CC1)N1C=C(C2=C1N=CN=C2N)C2=CC=C(C=C2)OC2=CC=CC=C2)=O (3-[4-amino-5-(4-phenoxyphenyl)-7H-pyrrolo[2,3-d]pyrimidin-7-yl]cyclopentyl N-(2-morpholinoethyl)carbamate). Reaction SMILES: [C:1](=[O:41])(OC1C=CC([N+]([O-])=O)=CC=1)[O:2][CH:3]1[CH2:7][CH2:6][CH:5]([N:8]2[C:12]3[N:13]=[CH:14][N:15]=[C:16]([NH2:17])[C:11]=3[C:10]([C:18]3[CH:23]=[CH:22][C:21]([O:24][C:25]4[CH:30]=[CH:29][CH:28]=[CH:27][CH:26]=4)=[CH:20][CH:19]=3)=[CH:9]2)[CH2:4]1.[O:42]1[CH2:47][CH2:46][N:45]([CH2:48][CH2:49][NH2:50])[CH2:44][CH2:43]1>ClCCl.C(OCC)(=O)C>[O:42]1[CH2:47][CH2:46][N:45]([CH2:48][CH2:49][NH:50][C:1](=[O:41])[O:2][CH:3]2[CH2:7][CH2:6][CH:5]([N:8]3[C:12]4[N:13]=[CH:14][N:15]=[C:16]([NH2:17])[C:11]=4[C:10]([C:18]4[CH:19]=[CH:20][C:21]([O:24][C:25]5[CH:30]=[CH:29][CH:28]=[CH:27][CH:26]=5)=[CH:22][CH:23]=4)=[CH:9]3)[CH2:4]2)[CH2:44][CH2:43]1. Procedure: 3-[4-Amino-5-(4-phenoxyphenyl)-7H-pyrrolo[2,3-d]pyrimidin-7-yl]cyclopentyl (4-nitrophenyl) carbonate (0.052 mmol) in dichloromethane (1 ml) was added to 2-morpholinoethylamine (0.2 ml). The resulting mixture was stirred under nitrogen at ambient temperature for 24 hours. The reaction mixture was diluted with ethyl acetate and washed, dried (MgSO4), filtered and evaporated. The solid was purified by preparative HPLC to give 3-[4-amino-5-(4-phenoxyphenyl)-7H-pyrrolo[2,3-d]pyrimidin-7-yl]cyclopenty... Starting materials: C(C)(C)(C)C1=NC=C(C(=N1)OCC)C=1N(C(C(N1)C1=CC=C(C=C1)Cl)C1=CC=C(C=C1)Cl)C(=O)Cl (2-(2-tert-Butyl-4-ethoxy-pyrimidin-5-yl)-4,5-bis-(4-chloro-phenyl)-4,5-dihydro-imidazole-1-carbonyl chloride), Cl.Cl.CS(=O)(=O)CCN1CCNCC1 (1-(2-methanesulfonyl-ethyl)piperazine dihydrochloride). Yields the product Cl.C(C)(C)(C)C1=NC=C(C(=N1)OCC)C=1N([C@@H]([C@@H](N1)C1=CC=C(C=C1)Cl)C1=CC=C(C=C1)Cl)C(=O)N1CCN(CC1)CCS(=O)(=O)C (cis-[2-(2-tert-butyl-4-ethoxy-pyrimidin-5-yl)-4,5-bis-(4-chloro-phenyl)-4,5-dihydro-imidazol-1-yl]-[4-(2-methanesulfonyl-ethyl)-piperazin-1-yl]-methanone hydrochloride). RXN SMILES: [C:1]([C:5]1[N:10]=[C:9]([O:11][CH2:12][CH3:13])[C:8]([C:14]2[N:15]([C:33](Cl)=[O:34])[CH:16]([C:26]3[CH:31]=[CH:30][C:29]([Cl:32])=[CH:28][CH:27]=3)[CH:17]([C:19]3[CH:24]=[CH:23][C:22]([Cl:25])=[CH:21][CH:20]=3)[N:18]=2)=[CH:7][N:6]=1)([CH3:4])([CH3:3])[CH3:2].Cl.Cl.[CH3:38][S:39]([CH2:42][CH2:43][N:44]1[CH2:49][CH2:48][NH:47][CH2:46][CH2:45]1)(=[O:41])=[O:40]>>[ClH:25].[C:1]([C:5]1[N:10]=[C:9]([O:11][CH2:12][CH3:13])[C:8]([C:14]2[N:15]([C:33]([N:47]3[CH2:46][CH2:45][N:44]([CH2:43][CH2:42][S:39]([CH3:38])(=[O:40])=[O:41])[CH2:49][CH2:48]3)=[O:34])[C@H:16]([C:26]3[CH:27]=[CH:28][C:29]([Cl:32])=[CH:30][CH:31]=3)[C@H:17]([C:19]3[CH:24]=[CH:23][C:22]([Cl:25])=[CH:21][CH:20]=3)[N:18]=2)=[CH:7][N:6]=1)([CH3:3])([CH3:2])[CH3:4] |f:1.2.3,4.5|. Procedure: cis-4-[2-(2-tert-Butyl-4-ethoxy-pyrimidin-5-yl)-4,5-bis-(4-chloro-phenyl)-4,5-dihydro-imidazole-1-carbonyl chloride (example 20) was reacted with 1-(2-methanesulfonyl-ethyl)piperazine dihydrochloride (example 3) to give cis-[2-(2-tert-butyl-4-ethoxy-pyrimidin-5-yl)-4,5-bis-(4-chloro-phenyl)-4,5-dihydro-imidazol-1-yl]-[4-(2-methanesulfonyl-ethyl)-piperazin-1-yl]-methanone hydrochloride in an analogous manner as described in example 1. HR-MS (ES, m/z) calculated for C33H41N6O4SCl2 [(M+H)+] 687.228... Starting materials: O=C1CCCC2=C1C(c1cccc([N+](=O)[O-])c1)C(C(=O)O)C(O)(C(F)(F)F)N2, Cc1ccccc1, O, Cc1ccc(S(=O)(=O)O)cc1. Product: O=C1CCCC2=C1C(c1cccc([N+](=O)[O-])c1)C=C(C(F)(F)F)N2. As a reaction SMILES: [C:1]([OH:3])([CH:4]1[C:5]([OH:2])([C:25]([F:26])([F:27])[F:28])[NH:6][C:7]2=[C:12]([C:11](=[O:23])[CH2:10][CH2:9][CH2:8]2)[CH:13]1[c:14]1[cH:15][c:16]([N+:20](=[O:21])[O-:22])[cH:17][cH:18][cH:19]1)=[O:24].[CH3:41][c:42]1[cH:43][cH:44][cH:45][cH:46][cH:47]1.[OH2:29].[c:30]1([CH3:31])[cH:32][cH:33][c:34]([S:35]([OH:36])(=[O:37])=[O:38])[cH:39][cH:40]1>>[CH:4]1=[C:5]([C:25]([F:26])([F:27])[F:28])[NH:6][C:7]2=[C:12]([C:11](=[O:23])[CH2:10][CH2:9][CH2:8]2)[CH:13]1[c:14]1[cH:15][c:16]([N+:20](=[O:21])[O-:22])[cH:17][cH:18][cH:19]1. Reactants: FC1=CC=C(CC(C#N)C#N)C=C1 (2-(4-fluorobenzyl)malononitrile), O.NN (hydrazine monohydrate). The product is FC1=CC=C(CC=2C(=NNC2N)N)C=C1 (4-(4-fluorobenzyl)-1H-pyrazole-3,5-diamine). As a reaction SMILES: [F:1][C:2]1[CH:13]=[CH:12][C:5]([CH2:6][CH:7]([C:10]#[N:11])[C:8]#[N:9])=[CH:4][CH:3]=1.O.[NH2:15][NH2:16]>>[F:1][C:2]1[CH:3]=[CH:4][C:5]([CH2:6][C:7]2[C:10]([NH2:11])=[N:15][NH:16][C:8]=2[NH2:9])=[CH:12][CH:13]=1 |f:1.2|. Procedure details: The product from Example 5A (1.5 g, 8.61 mmol) and hydrazine monohydrate (2.111 mL, 43.1 mmol) was processed using the method analogous to that described in Example 1B to afford the title compound. 1H NMR (400 MHz, DMSO-d6) δ ppm 9.96 (s, 1H) 7.15-7.51 (m, 2H) 6.79-7.11 (m, 2H) 4.30 (s, 4H) 3.48 (s, 2H). MS (ESI) m/z 259.3 (M+H)+. Reactants: P(=O)(Cl)(Cl)Cl (phosphorous oxychloride), C(Cl)Cl (methylene chloride), COC1=CC=C(C=C1)OC (1,4-dimethoxybenzene), ice water, ClS(=O)(=O)O (chlorosulfonic acid). The solvent is CN(C(C)=O)C (DMAC), C(C)#N (acetonitrile). Reaction conditions: temperature 35 celsius, time 1 hour. The product is COC1=C(C=C(C=C1)OC)S(=O)(=O)Cl (2,5-dimethoxybenzenesulfonylchloride). As a reaction SMILES: C(Cl)Cl.[CH3:4][O:5][C:6]1[CH:11]=[CH:10][C:9]([O:12][CH3:13])=[CH:8][CH:7]=1.[Cl:14][S:15](O)(=[O:17])=[O:16].P(Cl)(Cl)(Cl)=O>CN(C)C(=O)C.C(#N)C>[CH3:4][O:5][C:6]1[CH:11]=[CH:10][C:9]([O:12][CH3:13])=[CH:8][C:7]=1[S:15]([Cl:14])(=[O:17])=[O:16]. Procedure: Into 1100 ml of methylene chloride was dissolved 552 g (4.00 mol) of commercially available 1,4-dimethoxybenzene, and then 308 ml (4.63 mol) of chlorosulfonic acid was added dropwise thereto under cooling with ice in such a manner that the internal temperature was not over 5° C. After the addition, the reaction system was put under a condition of room temperature, and the solution was further stirred for 1 hour. Next, 1000 ml of acetonitrile and 600 ml of DMAC (N,N-dimethylacetoamide) were poure... The reactants are COCCOCCOCC(=O)Cl, COCCOCCOCCN(OCc1ccccc1)C(=O)CCC(=O)NCCCCCN(OCc1ccccc1)C(=O)CCC(=O)NCCCCCNOCc1ccccc1. Product: COCCOCCOCCN(OCc1ccccc1)C(=O)CCC(=O)NCCCCCN(OCc1ccccc1)C(=O)CCC(=O)NCCCCCN(OCc1ccccc1)C(=O)COCCOCCOC. As a reaction SMILES: [C:62]([CH2:63][O:64][CH2:65][CH2:66][O:67][CH2:68][CH2:69][O:70][CH3:71])(=[O:72])[Cl:73].[CH2:1]([c:2]1[cH:3][cH:4][cH:5][cH:6][cH:7]1)[O:8][N:9]([CH2:10][CH2:11][O:12][CH2:13][CH2:14][O:15][CH2:16][CH2:17][O:18][CH3:19])[C:20]([CH2:21][CH2:22][C:23]([NH:24][CH2:25][CH2:26][CH2:27][CH2:28][CH2:29][N:30]([C:31]([CH2:32][CH2:33][C:34]([NH:35][CH2:36][CH2:37][CH2:38][CH2:39][CH2:40][NH:41][O:42][CH2:43][c:44]1[cH:45][cH:46][cH:47][cH:48][cH:49]1)=[O:50])=[O:51])[O:52][CH2:53][c:54]1[cH:55][cH:56][cH:57][cH:58][cH:59]1)=[O:60])=[O:61]>>[CH2:1]([c:2]1[cH:3][cH:4][cH:5][cH:6][cH:7]1)[O:8][N:9]([CH2:10][CH2:11][O:12][CH2:13][CH2:14][O:15][CH2:16][CH2:17][O:18][CH3:19])[C:20]([CH2:21][CH2:22][C:23]([NH:24][CH2:25][CH2:26][CH2:27][CH2:28][CH2:29][N:30]([C:31]([CH2:32][CH2:33][C:34]([NH:35][CH2:36][CH2:37][CH2:38][CH2:39][CH2:40][N:41]([O:42][CH2:43][c:44]1[cH:45][cH:46][cH:47][cH:48][cH:49]1)[C:62]([CH2:63][O:64][CH2:65][CH2:66][O:67][CH2:68][CH2:69][O:70][CH3:71])=[O:72])=[O:50])=[O:51])[O:52][CH2:53][c:54]1[cH:55][cH:56][cH:57][cH:58][cH:59]1)=[O:60])=[O:61].